From a dataset of the Open Reaction Database (ORD), a public repository of structured organic reaction records. describe an organic reaction: reactants, conditions, products, and yield Starting materials: NC1=C(C(=C(C=C1)O)F)F (4-amino-2,3-difluorophenol), CC(C)([O-])C.[K+] (potassium tert-butoxide), O (water), O1C(OCC1)C=1C=CC(=NC1)C1=CC2=NC=CC(=C2S1)Cl (2-(5-(1,3-Dioxolan-2-yl)pyridin-2-yl)-7-chlorothieno[3,2-b]pyridine). Run in CS(=O)C (DMSO). Reaction conditions: temperature 100 celsius, time 2 hour. Product: O1C(OCC1)C=1C=CC(=NC1)C1=CC2=NC=CC(=C2S1)OC1=C(C(=C(N)C=C1)F)F (4-(2-(5-(1,3-Dioxolan-2-yl)pyridin-2-yl)thieno[3,2-b]pyridin-7-yloxy)-2,3-difluoroaniline). The yield is 79.7%. As a reaction SMILES: [NH2:1][C:2]1[CH:7]=[CH:6][C:5]([OH:8])=[C:4]([F:9])[C:3]=1[F:10].CC(C)([O-])C.[K+].[O:17]1[CH2:21][CH2:20][O:19][CH:18]1[C:22]1[CH:23]=[CH:24][C:25]([C:28]2[S:36][C:35]3[C:30](=[N:31][CH:32]=[CH:33][C:34]=3Cl)[CH:29]=2)=[N:26][CH:27]=1.O>CS(C)=O>[O:17]1[CH2:21][CH2:20][O:19][CH:18]1[C:22]1[CH:23]=[CH:24][C:25]([C:28]2[S:36][C:35]3[C:30](=[N:31][CH:32]=[CH:33][C:34]=3[O:8][C:5]3[CH:6]=[CH:7][C:2]([NH2:1])=[C:3]([F:10])[C:4]=3[F:9])[CH:29]=2)=[N:26][CH:27]=1 |f:1.2|. Reported procedure: To a solution of 4-amino-2,3-difluorophenol (1.59 g, 7.49 mmol) in DMSO (10 mL) was added potassium tert-butoxide (1.1 g, 8.98 mmol), and the reaction mixture was stirred for 2 hours. Chloride 301 (1.6 g, 4.99 mmol) was added and the reaction mixture was heated at 100° C. for 2 hours. The mixture was cooled down then poured into water (150 mL) at 40-45° C. and stirred for 30 min. The precipitate was collected by filtration, washed with water and dried overnight. The crude product was triturated ...